This data is from the Open Reaction Database (ORD), a public repository of structured organic reaction records. The task is: describe an organic reaction: reactants, conditions, products, and yield Reactants: C(CC(=O)C)(=O)OC (methyl acetoacetate), C(C)(C)(C)[Si](OC1=CC=C(C=C1)CCC(=O)C1=CC=CC=C1)(C)C (3-[4-(tert-Butyl-dimethyl-silanyloxy)-phenyl]-1-phenyl-propan-1-one), [H-].[Na+] (sodium hydride), C(CCC)[Li] (n-butyllithium). Run in C1CCOC1 (THF). The product is OC1=CC(OC(C1)(C1=CC=CC=C1)CCC1=CC=C(C=C1)O)=O (4-Hydroxy-6-[2-(4-hydroxy-phenyl)-ethyl]-6-phenyl-5,6-dihydro-pyran-2-one). As a reaction SMILES: [C:1](OC)(=[O:6])[CH2:2][C:3]([CH3:5])=[O:4].[H-].[Na+].C([Li])CCC.C([Si](C)(C)[O:21][C:22]1[CH:27]=[CH:26][C:25]([CH2:28][CH2:29][C:30]([C:32]2[CH:37]=[CH:36][CH:35]=[CH:34][CH:33]=2)=[O:31])=[CH:24][CH:23]=1)(C)(C)C>C1COCC1>[OH:4][C:3]1[CH2:5][C:30]([CH2:29][CH2:28][C:25]2[CH:24]=[CH:23][C:22]([OH:21])=[CH:27][CH:26]=2)([C:32]2[CH:33]=[CH:34][CH:35]=[CH:36][CH:37]=2)[O:31][C:1](=[O:6])[CH:2]=1 |f:1.2|. Procedure details: The title compound was prepared as described in General Method 6 using 4.3 mL (40 mmol) of methyl acetoacetate, 1.64 g (41 mmol) of 60% sodium hydride, 25.6 mL (41 mmol) of 1.6M n-butyllithium, 6.81 g (20 mmol) of 3-[4-(tert-butyl-dimethyl-silanyloxy)-phenyl]-1-phenyl-propan-1-one (from Example P) and 200 mL of THF. The product was carried on crude to the next step. Reactants: C1(=CC=CC=C1)C (Toluene), CCOC(=O)C (EtOAc), product 0.9, desired product ( 1d ), FC1=CC=C(C(=O)C2=C3C(=C([N+](=C2)[O-])C)OC(OC3)(C)C)C=C1 (5-(4-fluorobenzoyl)-2,2,8-trimethyl-4H-[1,3]dioxino[4,5-c]pyridine 7-oxide), ClCCl (dichloromethane). Solvent: FC(C(=O)OC(C(F)(F)F)=O)(F)F (TFAA), FC(C(=O)OC(C(F)(F)F)=O)(F)F (Trifluoroacetic anhydride). Conditions: time 14 hour. The product is ClC=1C=C(C=CC1F)C(=O)C1=C2C(=C(N=C1)CO)OC(OC2)(C)C ((3-Chloro-4-fluorophenyl)(8-(hydroxymethyl)-2,2-dimethyl-4H-[1,3]dioxino[4, 5-c]pyridin-5-yl)methanone). RXN SMILES: [F:1][C:2]1C=[CH:22][C:5]([C:6]([C:8]2[CH:13]=[N+:12]([O-])[C:11]([CH3:15])=[C:10]3[O:16][C:17]([CH3:21])([CH3:20])[O:18][CH2:19][C:9]=23)=[O:7])=[CH:4][CH:3]=1.CC[O:26]C(C)=O.C1(C)C=CC=CC=1.Cl[CH2:38][Cl:39]>FC(F)(F)C(OC(=O)C(F)(F)F)=O>[Cl:39][C:38]1[CH:22]=[C:5]([C:6]([C:8]2[CH:13]=[N:12][C:11]([CH2:15][OH:26])=[C:10]3[O:16][C:17]([CH3:21])([CH3:20])[O:18][CH2:19][C:9]=23)=[O:7])[CH:4]=[CH:3][C:2]=1[F:1]. Reported procedure: 5.5 g of 5-(4-fluorobenzoyl)-2,2,8-trimethyl-4H-[1,3]dioxino[4,5-c]pyridine 7-oxide was dissolved in 20 mL dichloromethane (DCM) in 5 mL of Trifluoroacetic anhydride (TFAA) followed by vigorous boiling. When the boiling subsided an additional 30 mL of TFAA was added and the solution was stirred overnight (14 h). TLC revealed completion of the reaction (Rf EtOAc; (s.m. 0.2), product 0.9). The DCM was removed by evaporation and the solvent switched to MeOH (100 mL). This solution was stirred for 3... Starting materials: BrC=1C=NC=C(C1)Br (3,5-dibromopyridine), CC(C)([O-])C.[Na+] (sodium tert-butoxide), C1(=CC=CC=C1)P(C1=C(C2=CC=CC=C2C=C1)C1=C(C=CC2=CC=CC=C12)P(C1=CC=CC=C1)C1=CC=CC=C1)C1=CC=CC=C1 (racemic-2,2′-bis(diphenylphosphino)-1,1′-binaphthyl), [Si](C1=CC=CC=C1)(C1=CC=CC=C1)(C(C)(C)C)OCC1CCC(N1)=O (5-(tert-Butyldiphenylsilanyloxymethyl)pyrrolidin-2-one). The reagents and catalysts are C=1C=CC(=CC1)/C=C/C(=O)/C=C/C2=CC=CC=C2.C=1C=CC(=CC1)/C=C/C(=O)/C=C/C2=CC=CC=C2.C=1C=CC(=CC1)/C=C/C(=O)/C=C/C2=CC=CC=C2.[Pd].[Pd] (tris(dibenzylideneacetone)dipalladium). Run in O1CCOCC1 (1,4-dioxan), C([O-])(O)=O.[Na+] (sodium bicarbonate). Reaction conditions: temperature 110 celsius, time 16 hour. The product is BrC=1C=C(C=NC1)N1C2CC2CC1CO ([2-(5-Bromopyridin-3-yl)-2-azabicyclo[3.1.0]hex-3-yl]methanol). The yield is 33.0%. RXN SMILES: [Si]([O:18][CH2:19][CH:20]1[NH:24][C:23](=O)[CH2:22][CH2:21]1)(C(C)(C)C)(C1C=CC=CC=1)C1C=CC=CC=1.[Br:26][C:27]1[CH:28]=[N:29][CH:30]=[C:31](Br)[CH:32]=1.[CH3:34]C(C)([O-])C.[Na+].C1(P(C2C=CC=CC=2)C2C=CC3C(=CC=CC=3)C=2C2C3C(=CC=CC=3)C=CC=2P(C2C=CC=CC=2)C2C=CC=CC=2)C=CC=CC=1>O1CCOCC1.C(=O)(O)[O-].[Na+].C1C=CC(/C=C/C(/C=C/C2C=CC=CC=2)=O)=CC=1.C1C=CC(/C=C/C(/C=C/C2C=CC=CC=2)=O)=CC=1.C1C=CC(/C=C/C(/C=C/C2C=CC=CC=2)=O)=CC=1.[Pd].[Pd]>[Br:26][C:27]1[CH:32]=[C:31]([N:24]2[CH:20]([CH2:19][OH:18])[CH2:21][CH:22]3[CH:23]2[CH2:34]3)[CH:30]=[N:29][CH:28]=1 |f:2.3,6.7,8.9.10.11.12|. Procedure: To a stirred solution of (2-Azabicyclo[3.1.0]hex-3-yl)methanol (750 mg, 6.63 mmol) (obtained in step (i)) in dry 1,4-dioxan (20 mL) in a pressure reaction vessel was added 3,5-dibromopyridine (1.57 grams, 6.63 mmol), sodium tert-butoxide (700 mg, 7.3 mmol) and racemic-2,2′-bis(diphenylphosphino)-1,1′-binaphthyl (207 mg, 0.33 mmol). The reaction mixture was degassed for 30 minutes, then tris(dibenzylideneacetone)dipalladium (0) (122 mg, 0.133 mmol) was added. The screw cap was fixed on the reacti...